Dataset: the Open Reaction Database (ORD), a public repository of structured organic reaction records. Task: describe an organic reaction: reactants, conditions, products, and yield Starting materials: BrCC1=C(C(=O)OCC(C)C)C(=CC=C1)C (isobutyl 2-bromomethyl-6-methyl-benzoate), solution, [OH-].[Na+] (sodium hydroxide), COC=1C=C(C=CC1)S (3-methoxybenzenethiol). The solvent is C(C(C)C)O (isobutanol), C(C(C)C)O (isobutanol). Conditions: time 15 minute. Product: COC=1C=C(C=CC1)SCC1=C(C(=O)OCC(C)C)C(=CC=C1)C (Isobutyl 2-[3-(methoxy)-phenylsulfanylmethyl]-6-methyl-benzoate). RXN SMILES: [OH-].[Na+].[CH3:3][O:4][C:5]1[CH:6]=[C:7]([SH:11])[CH:8]=[CH:9][CH:10]=1.Br[CH2:13][C:14]1[CH:26]=[CH:25][CH:24]=[C:23]([CH3:27])[C:15]=1[C:16]([O:18][CH2:19][CH:20]([CH3:22])[CH3:21])=[O:17]>C(O)C(C)C>[CH3:3][O:4][C:5]1[CH:6]=[C:7]([S:11][CH2:13][C:14]2[CH:26]=[CH:25][CH:24]=[C:23]([CH3:27])[C:15]=2[C:16]([O:18][CH2:19][CH:20]([CH3:22])[CH3:21])=[O:17])[CH:8]=[CH:9][CH:10]=1 |f:0.1|. Reported procedure: A 10N solution of sodium hydroxide (0.32 mL, 3.2 mmol) is added slowly to a solution of 3-methoxybenzenethiol (0.42 g, 3.0 mmol) in isobutanol (2 mL) followed by a solution of isobutyl 2-bromomethyl-6-methyl-benzoate (0.96 g, 3.3 mmol, example 2) in isobutanol (2 mL). The reaction is allowed to stir 15 min and is then partitioned between ethyl acetate and dilute aqueous HCl. The organic phase is washed with water, dried over magnesium sulfate, concentrated and purified by column chromatography (...